The task is: describe an organic reaction: reactants, conditions, products, and yield. This data is from the Open Reaction Database (ORD), a public repository of structured organic reaction records. The reactants are COCCOC, CO, OCc1ccc(B(O)O)cc1, c1ccc(P(c2ccccc2)(c2ccccc2)[Pd](P(c2ccccc2)(c2ccccc2)c2ccccc2)(P(c2ccccc2)(c2ccccc2)c2ccccc2)P(c2ccccc2)(c2ccccc2)c2ccccc2)cc1, CCOC(=O)c1nc(N2CCc3cccc(C(=O)N(COCC[Si](C)(C)C)c4nc5ccccc5s4)c3C2)sc1Br. The product is CCOC(=O)c1nc(N2CCc3cccc(C(=O)N(COCC[Si](C)(C)C)c4nc5ccccc5s4)c3C2)sc1-c1ccc(CO)cc1. Reaction SMILES: [CH3:53][O:54][CH2:55][CH2:56][O:57][CH3:58].[CH3:59][OH:60].[OH:42][CH2:43][c:44]1[cH:45][cH:46][c:47]([B:50]([OH:51])[OH:52])[cH:48][cH:49]1.[cH:61]1[cH:62][cH:63][c:64]([P:65]([Pd:66]([P:67]([c:68]2[cH:69][cH:70][cH:71][cH:72][cH:73]2)([c:74]2[cH:75][cH:76][cH:77][cH:78][cH:79]2)[c:80]2[cH:81][cH:82][cH:83][cH:84][cH:85]2)([P:86]([c:87]2[cH:88][cH:89][cH:90][cH:91][cH:92]2)([c:93]2[cH:94][cH:95][cH:96][cH:97][cH:98]2)[c:99]2[cH:100][cH:101][cH:102][cH:103][cH:104]2)[P:105]([c:106]2[cH:107][cH:108][cH:109][cH:110][cH:111]2)([c:112]2[cH:113][cH:114][cH:115][cH:116][cH:117]2)[c:118]2[cH:119][cH:120][cH:121][cH:122][cH:123]2)([c:124]2[cH:125][cH:126][cH:127][cH:128][cH:129]2)[c:130]2[cH:131][cH:132][cH:133][cH:134][cH:135]2)[cH:136][cH:137]1.[s:1]1[c:2]([N:10]([C:11](=[O:12])[c:13]2[cH:14][cH:15][cH:16][c:17]3[c:22]2[CH2:21][N:20]([c:23]2[s:24][c:25]([Br:33])[c:26]([C:28](=[O:29])[O:30][CH2:31][CH3:32])[n:27]2)[CH2:19][CH2:18]3)[CH2:34][O:35][CH2:36][CH2:37][Si:38]([CH3:39])([CH3:40])[CH3:41])[n:3][c:4]2[c:5]1[cH:6][cH:7][cH:8][cH:9]2>>[s:1]1[c:2]([N:10]([C:11](=[O:12])[c:13]2[cH:14][cH:15][cH:16][c:17]3[c:22]2[CH2:21][N:20]([c:23]2[s:24][c:25](-[c:47]4[cH:46][cH:45][c:44]([CH2:43][OH:42])[cH:49][cH:48]4)[c:26]([C:28](=[O:29])[O:30][CH2:31][CH3:32])[n:27]2)[CH2:19][CH2:18]3)[CH2:34][O:35][CH2:36][CH2:37][Si:38]([CH3:39])([CH3:40])[CH3:41])[n:3][c:4]2[c:5]1[cH:6][cH:7][cH:8][cH:9]2. Starting materials: C(C)(=O)C1=C(OCC(=O)O)C=C(C=C1Cl)Cl (2-(2-acetyl-3,5-dichlorophenoxy) acetic acid), C(C)(=O)[O-].[Na+] (sodium acetate), C(C)(=O)OC(C)=O (acetic anhydride), ice, C(C)(=O)OC(C)=O (acetic anhydride). The solvent is C([O-])(O)=O.[Na+] (sodium bicarbonate). Run at temperature 155 celsius. The product is ClC1=CC(=CC2=C1C(=CO2)C)Cl (4,6-dichloro-3-methylbenzofuran). Isolated yield 62.8%. RXN SMILES: [C:1]([C:4]1[C:14]([Cl:15])=[CH:13][C:12]([Cl:16])=[CH:11][C:5]=1[O:6][CH2:7]C(O)=O)(=O)[CH3:2].C([O-])(=O)C.[Na+].C(OC(=O)C)(=O)C>C(=O)(O)[O-].[Na+]>[Cl:15][C:14]1[C:4]2[C:1]([CH3:2])=[CH:7][O:6][C:5]=2[CH:11]=[C:12]([Cl:16])[CH:13]=1 |f:1.2,4.5|. Procedure details: A mixture of 5.0 g (0.019 mol) of 2-(2-acetyl-3,5-dichlorophenoxy) acetic acid, 10.0 g of anhydrous sodium acetate and 50 ml of acetic anhydride was heated at 155° C. for 0.5 hour. The mixture was poured on to 100 g of ice and 100 ml of a saturated sodium bicarbonate solution. When decomposition of the excess acetic anhydride was complete, the mixture was extracted with three 100 ml portions of diethyl ether. The combined extracts were washed neutral with saturated sodium bicarbonate solution, d...